From a dataset of the Open Reaction Database (ORD), a public repository of structured organic reaction records. describe an organic reaction: reactants, conditions, products, and yield The reactants are CC(=O)C1=CC=C(C=C1)OC (4-methoxyacetophenone), CN(C)P(N(C)C)N(C)C (tris(dimethylamino)phosphine), BrC(F)(F)Br (dibromodifluoromethane), O (water). Solvent: COCCOCCOCCOC (triglyme), COCCOCCOCCOC (triglyme), COCCOCCOCCOC (triglyme). Conditions: temperature 80 celsius, time 24 hour. The product is FC(=C(C)C1=CC=C(C=C1)OC)F (1-(2,2-difluoro-1-methylvinyl)-4-methoxybenzene). Reaction SMILES: CN(P(N(C)C)N(C)C)C.Br[C:12](Br)([F:14])[F:13].[CH3:16][C:17]([C:19]1[CH:24]=[CH:23][C:22]([O:25][CH3:26])=[CH:21][CH:20]=1)=O.O>COCCOCCOCCOC>[F:13][C:12]([F:14])=[C:17]([C:19]1[CH:24]=[CH:23][C:22]([O:25][CH3:26])=[CH:21][CH:20]=1)[CH3:16]. Procedure details: At between 0° C. and −10° C., 181 g of tris(dimethylamino)phosphine in 75 ml of triglyme were added dropwise to 84 g of dibromodifluoromethane in 50 ml of triglyme. At 0° C., 30 g of 4-methoxyacetophenone dissolved in 125 ml of triglyme were subsequently added dropwise and the mixture was stirred for ½ h at room temperature and for 24 h at 80° C. The mixture was cooled to room temperature, mixed with 200 ml of water and extracted with petroleum ether. The combined organic phases were dried and c... Starting materials: O1[C@H](C1)COC=1C=C(C=CC1)C1=NOC2=NC=CC=C21 ((R)-3-(3-oxiranylmethoxy-phenyl)-isoxazolo[5,4-b]pyridine), CN(C=O)C (dimethylformamide). Run in C(C)O (ethanol), CNCC1=CC=CC=C1 (N-methylbenzylamine), C(C)O (ethanol). Yields the product C(C1=CC=CC=C1)N(C[C@H](COC1=CC(=CC=C1)C1=NOC2=NC=CC=C21)O)C ((R)-1-(benzyl-methyl-amino)-3-(3-isoxazolo[5,4-b]pyridin-3-yl-phenoxy)-propan-2-ol). RXN SMILES: [O:1]1[CH2:3][C@@H:2]1[CH2:4][O:5][C:6]1[CH:7]=[C:8]([C:12]2[C:20]3[C:15](=[N:16][CH:17]=[CH:18][CH:19]=3)[O:14][N:13]=2)[CH:9]=[CH:10][CH:11]=1.[CH3:21][N:22]([CH3:25])C=O>C(O)C.CNCC1C=CC=CC=1>[CH2:21]([N:22]([CH3:25])[CH2:3][C@@H:2]([OH:1])[CH2:4][O:5][C:6]1[CH:11]=[CH:10][CH:9]=[C:8]([C:12]2[C:20]3[C:15](=[N:16][CH:17]=[CH:18][CH:19]=3)[O:14][N:13]=2)[CH:7]=1)[C:6]1[CH:7]=[CH:8][CH:9]=[CH:10][CH:11]=1. Procedure details: The title compound is prepared from a mixture of (R)-3-(3-oxiranylmethoxy-phenyl)-isoxazolo[5,4-b]pyridine in dimethylformamide and ethanol and N-methylbenzylamine in ethanol essentially as described above in Example 102. Purity by LC/MS=100%, [M+H]+=390.